This data is from the Open Reaction Database (ORD), a public repository of structured organic reaction records. The task is: describe an organic reaction: reactants, conditions, products, and yield Starting materials: C(C1=CC=CC=C1)[C@@H](C(=O)NCCC(OCC)OCC)NC(OCC1=CC=CC=C1)=O (benzyl (1S)-1-benzyl-2-[(3,3-diethoxypropyl)amino]-2-oxoethylcarbamate), Cl (hydrochloric acid). The solvent is O1CCCC1 (tetrahydrofuran). Yields the product C(C1=CC=CC=C1)[C@@H](C(NCCC=O)=O)NC(OCC1=CC=CC=C1)=O (benzyl (1S)-1-benzyl-2-oxo-2-[(3-oxopropyl)amino]ethylcarbamate). The yield is 93.7%. As a reaction SMILES: [CH2:1]([C@H:8]([NH:21][C:22](=[O:31])[O:23][CH2:24][C:25]1[CH:30]=[CH:29][CH:28]=[CH:27][CH:26]=1)[C:9]([NH:11][CH2:12][CH2:13][CH:14](OCC)[O:15]CC)=[O:10])[C:2]1[CH:7]=[CH:6][CH:5]=[CH:4][CH:3]=1.Cl>O1CCCC1>[CH2:1]([C@H:8]([NH:21][C:22](=[O:31])[O:23][CH2:24][C:25]1[CH:30]=[CH:29][CH:28]=[CH:27][CH:26]=1)[C:9](=[O:10])[NH:11][CH2:12][CH2:13][CH:14]=[O:15])[C:2]1[CH:3]=[CH:4][CH:5]=[CH:6][CH:7]=1. Procedure: By using an analogous procedure to that described for Reference Example 14, 1-benzyl-2-[(3,3-diethoxypropyl)amino]-2-oxoethylcarbamate (2.37 g, 5.54 mmol, obtained from Reference Example 21) in tetrahydrofuran (11 ml) was reacted with 0.5 N hydrochloric acid (11 ml) for 45 minutes at room temperature, to provide benzyl (1S)-1-benzyl-2-oxo-2-[(3-oxopropyl)amino]ethylcarbamate (1.84 g, 94%) as a white solid. Conditions: temperature 0 celsius, time 2 hour. As a reaction SMILES: [CH3:1][C:2]1[CH:7]=[CH:6][CH:5]=[C:4]([CH3:8])[C:3]=1[NH:9][C:10](=[NH:17])[C:11]1[CH:16]=[CH:15][CH:14]=[CH:13][CH:12]=1.C([Li])CCC.Cl[P:24]([C:31]1[CH:36]=[CH:35][CH:34]=[CH:33][CH:32]=1)[C:25]1[CH:30]=[CH:29][CH:28]=[CH:27][CH:26]=1.P>C(OCC)C>[CH3:1][C:2]1[CH:7]=[CH:6][CH:5]=[C:4]([CH3:8])[C:3]=1[NH:9][C:10](=[N:17][P:24]([C:31]1[CH:32]=[CH:33][CH:34]=[CH:35][CH:36]=1)[C:25]1[CH:30]=[CH:29][CH:28]=[CH:27][CH:26]=1)[C:11]1[CH:12]=[CH:13][CH:14]=[CH:15][CH:16]=1. Product: CC1=C(C(=CC=C1)C)NC(C1=CC=CC=C1)=NP(C1=CC=CC=C1)C1=CC=CC=C1 (N1-(2,6-dimethylphenyl)-N2-(diphenylphosphino) benzamidine). The yield is 56.5%. Procedure details: N1-(2,6-dimethylphenyl)benzamidine (3.36 g, 15.0 mmol) was dissolved in 50 mL of diethylether and cooled to 0° C. Butyllithium (7.50 mL of 2.0 M solution in diethylether, 15.0 mmol) was added dropwise, producing a fluffy white suspended solid. The slurry was warmed to room temperature and stirred for 2 hours. Chlorodiphenylphosphine (2.69 mL, 15.0 mmol) was added slowly at room temperature. The suspended solid became finer and denser and the solution became slightly yellow upon complete addition... The reactants are P (phosphine), CC1=C(C(=CC=C1)C)NC(C1=CC=CC=C1)=N (N1-(2,6-dimethylphenyl)benzamidine), ClP(C1=CC=CC=C1)C1=CC=CC=C1 (Chlorodiphenylphosphine), C(CCC)[Li] (Butyllithium). Run in C(C)OCC (diethylether). The reactants are ClC1=CC=C(C=C1)C1=C(C=2N(N=C1)C(NN2)=O)C2=CC=NC=C2 (7-(4-chlorophenyl)-8-(pyridin-4-yl)-[1,2,4]triazolo[4,3-b]pyridazin-3(2H)-one), C(=O)([O-])[O-].[K+].[K+] (K2CO3), ClC1=NC=C(C=C1)CCl (2-chloro-5-(chloromethyl)pyridine). Run in CN(C)C=O (DMF), O (water). Run at temperature 70 celsius, time 15 minute. The product is ClC1=CC=C(C=C1)C1=C(C=2N(N=C1)C(N(N2)CC=2C=NC(=CC2)Cl)=O)C2=CC=NC=C2 (7-(4-chlorophenyl)-2-((6-chloropyridin-3-yl)methyl)-8-(pyridin-4-yl)-[1,2,4]triazolo[4,3-b]pyridazin-3(2H)-one). Yield: 53.2%. Reaction SMILES: [Cl:1][C:2]1[CH:7]=[CH:6][C:5]([C:8]2[CH:13]=[N:12][N:11]3[C:14](=[O:17])[NH:15][N:16]=[C:10]3[C:9]=2[C:18]2[CH:23]=[CH:22][N:21]=[CH:20][CH:19]=2)=[CH:4][CH:3]=1.C([O-])([O-])=O.[K+].[K+].[Cl:30][C:31]1[CH:36]=[CH:35][C:34]([CH2:37]Cl)=[CH:33][N:32]=1>CN(C=O)C.O>[Cl:1][C:2]1[CH:7]=[CH:6][C:5]([C:8]2[CH:13]=[N:12][N:11]3[C:14](=[O:17])[N:15]([CH2:37][C:34]4[CH:33]=[N:32][C:31]([Cl:30])=[CH:36][CH:35]=4)[N:16]=[C:10]3[C:9]=2[C:18]2[CH:23]=[CH:22][N:21]=[CH:20][CH:19]=2)=[CH:4][CH:3]=1 |f:1.2.3|. Procedure details: To a solution of 7-(4-chlorophenyl)-8-(pyridin-4-yl)-[1,2,4]triazolo[4,3-b]pyridazin-3(2H)-one (150 mg, 0.46 mmol), prepared as described in Example 244, in DMF (3 mL) was added K2CO3 (80 mg, 0.58 mmol) and 2-chloro-5-(chloromethyl)pyridine (90 mg, 0.556 mmol). The reaction mixture was stirred at 70° C. for 15 min. After this time, the solution was cooled to RT and diluted with water (20 mL). The resulting solid was collected by filtration and the crude product was purified by reverse phase HPLC...